This data is from the Open Reaction Database (ORD), a public repository of structured organic reaction records. The task is: describe an organic reaction: reactants, conditions, products, and yield Reactants: NC1=NC2=CC=C(C=C2C(=C1)C1=CC(=CC=C1)Cl)C(O)(C1=CN=CN1C)C1=CC=C(C=C1)Cl ((±)-2-amino-4-(3-chlorophenyl)-α-(4-chlorophenyl)-α-(1-methyl-1H-imidazol-5-yl)-6-quinolinemethanol), O1C(=CC=C1)C(=O)Cl (2-furancarbonyl chloride). Solvent: C1CCOC1 (THF). Conditions: temperature 60 celsius. Yields the product ClC=1C=C(C=CC1)C1=CC(=NC2=CC=C(C=C12)C(C1=CN=CN1C)(O)C1=CC=C(C=C1)Cl)NC(=O)C=1OC=CC1 ((±)-N-[4-(3-chlorophenyl)-6-[(4-chlorophenyl)hydroxy(1-methyl-1H-imidazol-5-yl)methyl]-2-quinolinyl]-2-furancarboxamide). RXN SMILES: [NH2:1][C:2]1[CH:11]=[C:10]([C:12]2[CH:17]=[CH:16][CH:15]=[C:14]([Cl:18])[CH:13]=2)[C:9]2[C:4](=[CH:5][CH:6]=[C:7]([C:19]([C:27]3[CH:32]=[CH:31][C:30]([Cl:33])=[CH:29][CH:28]=3)([C:21]3[N:25]([CH3:26])[CH:24]=[N:23][CH:22]=3)[OH:20])[CH:8]=2)[N:3]=1.[O:34]1[CH:38]=[CH:37][CH:36]=[C:35]1[C:39](Cl)=[O:40]>C1COCC1>[Cl:18][C:14]1[CH:13]=[C:12]([C:10]2[C:9]3[C:4](=[CH:5][CH:6]=[C:7]([C:19]([C:27]4[CH:28]=[CH:29][C:30]([Cl:33])=[CH:31][CH:32]=4)([OH:20])[C:21]4[N:25]([CH3:26])[CH:24]=[N:23][CH:22]=4)[CH:8]=3)[N:3]=[C:2]([NH:1][C:39]([C:35]3[O:34][CH:38]=[CH:37][CH:36]=3)=[O:40])[CH:11]=2)[CH:17]=[CH:16][CH:15]=1. Reported procedure: A mixture of (±)-2-amino-4-(3-chlorophenyl)-α-(4-chlorophenyl)-α-(1-methyl-1H-imidazol-5-yl)-6-quinolinemethanol (0.00021 mol), described in International Patent Specification WO 00/39082, and 2-furancarbonyl chloride (0.00063 mol) in THF (1 ml) was heated for 5 hours at 60° C. The solvent was evaporated and the residue was purified by HPLC. The product fractions were collected and the solvent was evaporated, yielding (±)-N-[4-(3-chlorophenyl)-6-[(4-chlorophenyl)hydroxy(1-methyl-1H-imidazol-5-yl... Reactants: [N+](=O)([O-])C=1C=C(C(=O)NC2=CC=CC=C2)C=CC1C (3-nitro-4-methyl-N-phenyl-benzamide), [H][H] (hydrogen). Reagents/catalysts: [Ni] (Raney nickel). Run in O1CCCC1 (tetrahydrofuran), CO (methanol). Product: NC=1C=C(C(=O)NC2=CC=CC=C2)C=CC1C (3-Amino-4-methyl-N-phenyl-benzamide). The yield is 101.3%. As a reaction SMILES: [N+:1]([C:4]1[CH:5]=[C:6]([CH:16]=[CH:17][C:18]=1[CH3:19])[C:7]([NH:9][C:10]1[CH:15]=[CH:14][CH:13]=[CH:12][CH:11]=1)=[O:8])([O-])=O.[H][H]>[Ni].O1CCCC1.CO>[NH2:1][C:4]1[CH:5]=[C:6]([CH:16]=[CH:17][C:18]=1[CH3:19])[C:7]([NH:9][C:10]1[CH:15]=[CH:14][CH:13]=[CH:12][CH:11]=1)=[O:8]. Procedure: Raney nickel (1 g) was added to a solution of 3-nitro-4-methyl-N-phenyl-benzamide (6.2 g, 24 mmol) in a mixture of tetrahydrofuran (50 mL) and methanol (100 mL) and shaken at room temperature under an atmosphere of hydrogen, initially at a pressure of 50 psi, until the required amount of hydrogen was taken up. The catalyst was removed by filtration, and the filtrate was stripped of solvent by rotary evaporator. The residue was dried under reduced pressure to afford the pure product (5.5 g); m.p.... The reactants are ClCC=1N=C2N(N=C(C=C2)C)C1 (2-(chloromethyl)-6-methylimidazo[1,2-b]pyridazine), [OH-].[NH4+] (ammonium hydroxide). Conditions: temperature 80 celsius. The product is CC=1C=CC=2N(N1)C=C(N2)CN (1-(6-methylimidazo[1,2-b]pyridazin-2-yl)methanamine). Reaction SMILES: Cl[CH2:2][C:3]1[N:4]=[C:5]2[CH:10]=[CH:9][C:8]([CH3:11])=[N:7][N:6]2[CH:12]=1.[OH-].[NH4+:14]>>[CH3:11][C:8]1[CH:9]=[CH:10][C:5]2[N:6]([CH:12]=[C:3]([CH2:2][NH2:14])[N:4]=2)[N:7]=1 |f:1.2|. Reported procedure: A mixture of 2-(chloromethyl)-6-methylimidazo[1,2-b]pyridazine (0.6 g, 3.3 mmol) and ammonium hydroxide (25%, 30 ml) was heated to 80° C. in a sealed tube for lhr. The reaction mixture was concentrated under reduced pressure to give title compound as crude product. This material was used in the next step without further purification. Run in CO (methanol). Reactants: N[C@@H]1[C@@H](CN(C1)C1=CC(=NC2=CC=C(C=C12)C)N1CCS(C2=C(C1)C=CC=C2)(=O)=O)O (cis-4-amino-1-[2-(1,1-dioxido-2,3-dihydro-1,4-benzothiazepin-4(5H)-yl)-6-methylquinolin-4-yl]pyrrolidin-3-ol), C(C)(=O)[O-].[Na+] (sodium acetate), N#CBr (cyanogen bromide). Reported procedure: To a mixture of cis-4-amino-1-[2-(1,1-dioxido-2,3-dihydro-1,4-benzothiazepin-4(5H)-yl)-6-methylquinolin-4-yl]pyrrolidin-3-ol (90 mg 0.20 mmol, prepared in analogy to Example 19-3 in Scheme 7 by using 4-(4-chloro-6-methylquinolin-2-yl)-2,3,4,5-tetrahydro-1,4-benzothiazepine 1,1-dioxide and tert-butyl [cis-4-hydroxypyrrolidin-3-yl]carbamate) and sodium acetate (82 mg, 1.0 mmol) in methanol (10 mL) at 0° C. was added cyanogen bromide (105 mg, 1 mmol). The mixture was stirred overnight gradually fro... RXN SMILES: [NH2:1][C@H:2]1[CH2:6][N:5]([C:7]2[C:16]3[C:11](=[CH:12][CH:13]=[C:14]([CH3:17])[CH:15]=3)[N:10]=[C:9]([N:18]3[CH2:24][C:23]4[CH:25]=[CH:26][CH:27]=[CH:28][C:22]=4[S:21](=[O:30])(=[O:29])[CH2:20][CH2:19]3)[CH:8]=2)[CH2:4][C@H:3]1[OH:31].C([O-])(=O)C.[Na+].[N:37]#[C:38]Br>CO>[O:29]=[S:21]1(=[O:30])[C:22]2[CH:28]=[CH:27][CH:26]=[CH:25][C:23]=2[CH2:24][N:18]([C:9]2[CH:8]=[C:7]([N:5]3[CH2:4][C@H:3]4[C@H:2]([N:1]=[C:38]([NH2:37])[O:31]4)[CH2:6]3)[C:16]3[C:11](=[CH:12][CH:13]=[C:14]([CH3:17])[CH:15]=3)[N:10]=2)[CH2:19][CH2:20]1 |f:1.2|. Run at time 8 hour. The product is O=S1(CCN(CC2=C1C=CC=C2)C2=NC1=CC=C(C=C1C(=C2)N2C[C@H]1N=C(O[C@H]1C2)N)C)=O (cis-5-[2-(1,1-Dioxido-2,3-dihydro-1,4-benzothiazepin-4(5H)-yl)-6-methylquinolin-4-yl]-4,5,6,6a-tetrahydro-3aH-pyrrolo[3,4-d][1,3]oxazol-2-amine). Procedure: A solution of 6-[(1-methylethyl)sulfonyl]-7-(methyloxy)-3-{[4-(4-morpholinyl)-1-piperidinyl]methyl}-2-[3-(trifluoromethyl)phenyl]-4-quinolinecarboxylic acid (0.220 g, 0.346 mmol), (1R)-2,2,2-trifluoro-1-phenylethanamine (0.095 g, 0.450 mmol), N,N-diisopropylethylamine (0.012 mL, 0.069 mmol) and 2,4,6-tripropyl-1,3,5,2,4,6-trioxatriphosphorinane 2,4,6-trioxide (0.288 mL of a 50% solution in ethyl acetate, 0.485 mmol) in dichloromethane (4 mL) was stirred at 0° C. for 2 h. The reaction mixture was... Product: CC(C)S(=O)(=O)C=1C=C2C(=C(C(=NC2=CC1OC)C1=CC(=CC=C1)C(F)(F)F)CN1CCC(CC1)N1CCOCC1)C(=O)N[C@@H](C(F)(F)F)C1=CC=CC=C1 (6-[(1-methylethyl)sulfonyl]-7-(methyloxy)-3-{[4-(4-morpholinyl)-1-piperidinyl]methyl}-2-[3-(trifluoromethyl)phenyl]-N-[(1R)-2,2,2-trifluoro-1-phenylethyl]-4-quinolinecarboxamide). RXN SMILES: [CH3:1][CH:2]([S:4]([C:7]1[CH:8]=[C:9]2[C:14](=[CH:15][C:16]=1[O:17][CH3:18])[N:13]=[C:12]([C:19]1[CH:24]=[CH:23][CH:22]=[C:21]([C:25]([F:28])([F:27])[F:26])[CH:20]=1)[C:11]([CH2:29][N:30]1[CH2:35][CH2:34][CH:33]([N:36]3[CH2:41][CH2:40][O:39][CH2:38][CH2:37]3)[CH2:32][CH2:31]1)=[C:10]2[C:42](O)=[O:43])(=[O:6])=[O:5])[CH3:3].[F:45][C:46]([F:56])([F:55])[C@@H:47]([C:49]1[CH:54]=[CH:53][CH:52]=[CH:51][CH:50]=1)[NH2:48].C(N(CC)C(C)C)(C)C.C(P1(=O)OP(=O)(CCC)OP(=O)(CCC)O1)CC>C(OCC)(=O)C.ClCCl.C([O-])(O)=O.[Na+]>[CH3:3][CH:2]([S:4]([C:7]1[CH:8]=[C:9]2[C:14](=[CH:15][C:16]=1[O:17][CH3:18])[N:13]=[C:12]([C:19]1[CH:24]=[CH:23][CH:22]=[C:21]([C:25]([F:27])([F:28])[F:26])[CH:20]=1)[C:11]([CH2:29][N:30]1[CH2:31][CH2:32][CH:33]([N:36]3[CH2:37][CH2:38][O:39][CH2:40][CH2:41]3)[CH2:34][CH2:35]1)=[C:10]2[C:42]([NH:48][C@H:47]([C:49]1[CH:54]=[CH:53][CH:52]=[CH:51][CH:50]=1)[C:46]([F:55])([F:56])[F:45])=[O:43])(=[O:5])=[O:6])[CH3:1] |f:6.7|. Yield: 79.5%. Run at time 8 hour. Starting materials: CC(C)S(=O)(=O)C=1C=C2C(=C(C(=NC2=CC1OC)C1=CC(=CC=C1)C(F)(F)F)CN1CCC(CC1)N1CCOCC1)C(=O)O (6-[(1-methylethyl)sulfonyl]-7-(methyloxy)-3-{[4-(4-morpholinyl)-1-piperidinyl]methyl}-2-[3-(trifluoromethyl)phenyl]-4-quinolinecarboxylic acid), FC([C@H](N)C1=CC=CC=C1)(F)F ((1R)-2,2,2-trifluoro-1-phenylethanamine), C(C)(C)N(C(C)C)CC (N,N-diisopropylethylamine), C(CC)P1(OP(OP(O1)(CCC)=O)(CCC)=O)=O (2,4,6-tripropyl-1,3,5,2,4,6-trioxatriphosphorinane 2,4,6-trioxide), solution. Solvent: C(=O)(O)[O-].[Na+] (NaHCO3), C(C)(=O)OCC (ethyl acetate), ClCCl (dichloromethane). Reactants: C(C)(=O)N1[C@H](C[C@H](C2=CC(=CC=C12)C(=O)O)OC1=CC=C(C=C1)Cl)C ((2S,4R)-1-acetyl-4-(4-chlorophenoxy)-2-methyl-1,2,3,4-tetra hydroquinoline-6-carboxylic acid), N (ammonia). Yields the product C(C)(=O)N1[C@H](C[C@H](C2=CC(=CC=C12)C(=O)N)OC1=CC=C(C=C1)Cl)C ((2S,4R)-1-acetyl-4-(4-chlorophenoxy)-2-methyl-1,2,3,4-tetra hydroquinoline-6-carboxamide). As a reaction SMILES: [C:1]([N:4]1[C:13]2[C:8](=[CH:9][C:10]([C:14](O)=[O:15])=[CH:11][CH:12]=2)[C@H:7]([O:17][C:18]2[CH:23]=[CH:22][C:21]([Cl:24])=[CH:20][CH:19]=2)[CH2:6][C@@H:5]1[CH3:25])(=[O:3])[CH3:2].[NH3:26]>>[C:1]([N:4]1[C:13]2[C:8](=[CH:9][C:10]([C:14]([NH2:26])=[O:15])=[CH:11][CH:12]=2)[C@H:7]([O:17][C:18]2[CH:23]=[CH:22][C:21]([Cl:24])=[CH:20][CH:19]=2)[CH2:6][C@@H:5]1[CH3:25])(=[O:3])[CH3:2]. Procedure details: Reactions and treatments were carried out in the same manner as in Example 118, using 41.1 mg of (2S,4R)-1-acetyl-4-(4-chlorophenoxy)-2-methyl-1,2,3,4-tetra hydroquinoline-6-carboxylic acid instead of (2S,4R)-1-acetyl-2-methyl-4-(4-morpholinophenoxy)-1,2,3,4-tetrahydroquinoline-6-carboxylic acid, and using aqueous ammonia instead of monomethylamine. Thus, 58.5 mg (95.6%, cis-form only) of the title compound was obtained as a white crystalline powder.